This data is from the Open Reaction Database (ORD), a public repository of structured organic reaction records. The task is: describe an organic reaction: reactants, conditions, products, and yield The reactants are Cl (HCl), O1CCOCC1 (dioxane), COC(NC(C(C)C)C(=O)N1C(CCC1)C=1NC(=CN1)C1=CC2=CC=C(C=C2C=C1)C1=CC=C(C=C1)C=1NC(=NC1)C1N(CCC1)C(C(C1=CC=CC=C1)NC(=O)OC(C)(C)C)=O)=O ([1-(2-{5-[6-(4-{2-[1-(2-tert-Butoxycarbonylamino-2-phenyl-acetyl)-pyrrolidin-2-yl]-3H-imidazol-4-yl}-phenyl)-naphthalen-2-yl]-1H-imidazol-2-yl}-pyrrolidine-1-carbonyl)-2-methyl-propyl]-carbamic acid methyl ester). Run in C(Cl)Cl (DCM). Conditions: time 1 hour. Yields the product COC(NC(C(C)C)C(=O)N1C(CCC1)C=1NC(=CN1)C1=CC2=CC=C(C=C2C=C1)C1=CC=C(C=C1)C=1NC(=NC1)C1N(CCC1)C(C(C1=CC=CC=C1)N)=O)=O ([1-(2-{5-[6-(4-{2-[1-(2-Amino-2-phenyl-acetyl)-pyrrolidin-2-yl]-3H-imidazol-4-yl}-phenyl)-naphthalen-2-yl]-1H-imidazol-2-yl}-pyrrolidine-1-carbonyl)-2-methyl-propyl]-carbamic acid methyl ester). As a reaction SMILES: [CH3:1][O:2][C:3](=[O:64])[NH:4][CH:5]([C:9]([N:11]1[CH2:15][CH2:14][CH2:13][CH:12]1[C:16]1[NH:17][C:18]([C:21]2[CH:30]=[CH:29][C:28]3[C:23](=[CH:24][CH:25]=[C:26]([C:31]4[CH:36]=[CH:35][C:34]([C:37]5[NH:38][C:39]([CH:42]6[CH2:46][CH2:45][CH2:44][N:43]6[C:47](=[O:63])[CH:48]([NH:55]C(OC(C)(C)C)=O)[C:49]6[CH:54]=[CH:53][CH:52]=[CH:51][CH:50]=6)=[N:40][CH:41]=5)=[CH:33][CH:32]=4)[CH:27]=3)[CH:22]=2)=[CH:19][N:20]=1)=[O:10])[CH:6]([CH3:8])[CH3:7].Cl.O1CCOCC1>C(Cl)Cl>[CH3:1][O:2][C:3](=[O:64])[NH:4][CH:5]([C:9]([N:11]1[CH2:15][CH2:14][CH2:13][CH:12]1[C:16]1[NH:17][C:18]([C:21]2[CH:30]=[CH:29][C:28]3[C:23](=[CH:24][CH:25]=[C:26]([C:31]4[CH:32]=[CH:33][C:34]([C:37]5[NH:38][C:39]([CH:42]6[CH2:46][CH2:45][CH2:44][N:43]6[C:47](=[O:63])[CH:48]([NH2:55])[C:49]6[CH:54]=[CH:53][CH:52]=[CH:51][CH:50]=6)=[N:40][CH:41]=5)=[CH:35][CH:36]=4)[CH:27]=3)[CH:22]=2)=[CH:19][N:20]=1)=[O:10])[CH:6]([CH3:8])[CH3:7]. Procedure details: [1-(2-{5-[6-(4-{2-[1-(2-tert-Butoxycarbonylamino-2-phenyl-acetyl)-pyrrolidin-2-yl]-3H-imidazol-4-yl}-phenyl)-naphthalen-2-yl]-1H-imidazol-2-yl}-pyrrolidine-1-carbonyl)-2-methyl-propyl]-carbamic acid methyl ester (0.211 g, 0.244 mmol) was dissolved in DCM (2.439 mL). HCl in dioxane (4N, 0.610 mL, 2.44 mmol) was added at room temperature and the resulting solution was stirred for approximately one hour. Upon completion, the reaction was concentrated in vacuo to giving [1-(2-{5-[6-(4-{2-[1-(2-Amino... The reactants are C1COCCO1, Cl, C1COCCO1, CC(C)(C)OC(=O)NCC(=O)N1CCC(=C2c3ccccc3C=Cc3ccccc32)CC1. Yields the product Cl, NCC(=O)N1CCC(=C2c3ccccc3C=Cc3ccccc32)CC1. RXN SMILES: [CH2:40]1[O:41][CH2:42][CH2:43][O:44][CH2:45]1.[ClH:39].[O:33]1[CH2:34][CH2:35][O:36][CH2:37][CH2:38]1.[cH:1]1[cH:2][cH:3][cH:4][c:5]2[c:11]1[CH:10]=[CH:9][c:8]1[c:7]([cH:15][cH:14][cH:13][cH:12]1)[C:6]2=[C:16]1[CH2:17][CH2:18][N:19]([C:22]([CH2:23][NH:24][C:25](=[O:26])[O:27][C:28]([CH3:29])([CH3:30])[CH3:31])=[O:32])[CH2:20][CH2:21]1>>[ClH:39].[cH:1]1[cH:2][cH:3][cH:4][c:5]2[c:11]1[CH:10]=[CH:9][c:8]1[c:7]([cH:15][cH:14][cH:13][cH:12]1)[C:6]2=[C:16]1[CH2:17][CH2:18][N:19]([C:22]([CH2:23][NH2:24])=[O:32])[CH2:20][CH2:21]1. The reactants are CCO, Clc1ccc(C=C(Cn2cncn2)Cn2cncn2)cc1. Product: Clc1ccc(CC(Cn2cncn2)Cn2cncn2)cc1. RXN SMILES: [CH3:22][CH2:23][OH:24].[Cl:1][c:2]1[cH:3][cH:4][c:5]([CH:8]=[C:9]([CH2:10][n:11]2[n:12][cH:13][n:14][cH:15]2)[CH2:16][n:17]2[n:18][cH:19][n:20][cH:21]2)[cH:6][cH:7]1>>[Cl:1][c:2]1[cH:3][cH:4][c:5]([CH2:8][CH:9]([CH2:10][n:11]2[n:12][cH:13][n:14][cH:15]2)[CH2:16][n:17]2[n:18][cH:19][n:20][cH:21]2)[cH:6][cH:7]1. Starting materials: CCCCOC(=O)c1nc(Br)c2ccc(OC)cc2c1O, CN(C)C=O, N#C[Cu]. Yields the product CCCCOC(=O)c1nc(C#N)c2ccc(OC)cc2c1O. Reaction SMILES: [CH2:1]([CH2:2][CH2:3][CH3:4])[O:5][C:6](=[O:7])[c:8]1[n:9][c:10]([Br:21])[c:11]2[cH:12][cH:13][c:14]([O:19][CH3:20])[cH:15][c:16]2[c:17]1[OH:18].[CH3:25][N:26]([CH3:27])[CH:28]=[O:29].[Cu:22][C:23]#[N:24]>>[CH2:1]([CH2:2][CH2:3][CH3:4])[O:5][C:6](=[O:7])[c:8]1[n:9][c:10]([C:23]#[N:24])[c:11]2[cH:12][cH:13][c:14]([O:19][CH3:20])[cH:15][c:16]2[c:17]1[OH:18].